From a dataset of the Open Reaction Database (ORD), a public repository of structured organic reaction records. describe an organic reaction: reactants, conditions, products, and yield Reactants: FC1=C(C=C(C(=O)O)C=C1)[N+](=O)[O-] (4-fluoro-3-nitro-benzoic acid), CN (methylamine). Solvent: C1CCOC1 (THF). Yields the product CNC1=C(C=C(C(=O)O)C=C1)[N+](=O)[O-] (4-Methylamino-3-nitro-benzoic acid). As a reaction SMILES: F[C:2]1[CH:10]=[CH:9][C:5]([C:6]([OH:8])=[O:7])=[CH:4][C:3]=1[N+:11]([O-:13])=[O:12].[CH3:14][NH2:15]>C1COCC1>[CH3:14][NH:15][C:2]1[CH:10]=[CH:9][C:5]([C:6]([OH:8])=[O:7])=[CH:4][C:3]=1[N+:11]([O-:13])=[O:12]. Procedure details: 4-Methylamino-3-nitro-benzoic acid (825 mg) was prepared by following General Procedure A starting from 4-fluoro-3-nitro-benzoic acid (1.0 g) and methylamine (2 M in THF, 8.1 mL) in THF. The crude product was used in the next step without further purification. Reactants: C(CC)N(CCC)CC(=O)N1C2=C(C(NC3=C1C=CC=C3)=O)C=CC=N2 (6,11-dihydro-11-[(dipropylamino)acetyl]-5H-pyrido[2,3-b][1,5]benzodiazepin-5-one), P12(=S)SP3(=S)SP(=S)(S1)SP(=S)(S2)S3 (phosphorus pentasulfide). The solvent is N1=CC=CC=C1 (pyridine). The product is C(CC)N(CCC)CC(=O)N1C2=C(C(NC3=C1C=CC=C3)=S)C=CC=N2 (6,11-dihydro-11-[(dipropylamino)acetyl]-5H-pyrido[2,3-b][1,5]benzodiazepin-5-thione). RXN SMILES: [CH2:1]([N:4]([CH2:8][C:9]([N:11]1[C:17]2[CH:18]=[CH:19][CH:20]=[CH:21][C:16]=2[NH:15][C:14](=O)[C:13]2[CH:23]=[CH:24][CH:25]=[N:26][C:12]1=2)=[O:10])[CH2:5][CH2:6][CH3:7])[CH2:2][CH3:3].P12(SP3(SP(SP(S3)(S1)=S)(=S)S2)=S)=[S:28]>N1C=CC=CC=1>[CH2:1]([N:4]([CH2:8][C:9]([N:11]1[C:17]2[CH:18]=[CH:19][CH:20]=[CH:21][C:16]=2[NH:15][C:14](=[S:28])[C:13]2[CH:23]=[CH:24][CH:25]=[N:26][C:12]1=2)=[O:10])[CH2:5][CH2:6][CH3:7])[CH2:2][CH3:3]. Procedure details: In the manner given in Example 1, 6,11-dihydro-11-[(dipropylamino)acetyl]-5H-pyrido[2,3-b][1,5]benzodiazepin-5-one is reacted with phosphorus pentasulfide in pyridine to give 6,11-dihydro-11-[(dipropylamino)acetyl]-5H-pyrido[2,3-b][1,5]benzodiazepin-5-thione. Reactants: Cl.C(C1=CC=CC=C1)(C1=CC=CC=C1)[C@@H]1CNCC[C@@H]1OCC1=CC(=CC(=C1)C(F)(F)F)C(F)(F)F (cis-3-Benzhydryl-4-[[3,5-bis(trifluoromethyl)benzyl]oxy]piperidine hydrochloride), C(C1=CC=2OCOC2C=C1)(=O)O (piperonylic acid). Yields the product C(C1=CC=CC=C1)(C1=CC=CC=C1)[C@@H]1CN(CC[C@@H]1OCC1=CC(=CC(=C1)C(F)(F)F)C(F)(F)F)C(=O)C1=CC2=C(OCO2)C=C1 (cis-3-Benzhydryl-1-(1,3-benzodioxol-5-ylcarbonyl)-4-[[3,5-bis(trifluoromethyl)benzyl]oxy]piperidine). RXN SMILES: Cl.[CH:2]([C@H:15]1[C@@H:20]([O:21][CH2:22][C:23]2[CH:28]=[C:27]([C:29]([F:32])([F:31])[F:30])[CH:26]=[C:25]([C:33]([F:36])([F:35])[F:34])[CH:24]=2)[CH2:19][CH2:18][NH:17][CH2:16]1)([C:9]1[CH:14]=[CH:13][CH:12]=[CH:11][CH:10]=1)[C:3]1[CH:8]=[CH:7][CH:6]=[CH:5][CH:4]=1.[C:37](O)(=[O:47])[C:38]1[CH:46]=[CH:45][C:44]2[O:43][CH2:42][O:41][C:40]=2[CH:39]=1>>[CH:2]([C@H:15]1[C@@H:20]([O:21][CH2:22][C:23]2[CH:28]=[C:27]([C:29]([F:30])([F:31])[F:32])[CH:26]=[C:25]([C:33]([F:36])([F:34])[F:35])[CH:24]=2)[CH2:19][CH2:18][N:17]([C:37]([C:38]2[CH:46]=[CH:45][C:44]3[O:43][CH2:42][O:41][C:40]=3[CH:39]=2)=[O:47])[CH2:16]1)([C:9]1[CH:14]=[CH:13][CH:12]=[CH:11][CH:10]=1)[C:3]1[CH:4]=[CH:5][CH:6]=[CH:7][CH:8]=1 |f:0.1|. Procedure details: The compound (31.8 mg) obtained in Example 25 and piperonylic acid (19.9 mg) were reacted and treated in the same manner as in the method described in Example 33 to obtain the title compound. Starting materials: P(OCC)(OCC)[O-] (diethyl phosphite), O (water), C(CCCCCCCCCCCCC)N (tetradecylamine). Solvent: C(C)O (ethanol), C(C)O (ethanol). Product: C(C)OP=O.C(CCCCCCCCCCCCC)[NH3+] (tetradecyl-ammoniumethyl phosphanate). Isolated yield 105.3%. RXN SMILES: [P:1]([O-])([O:5]CC)[O:2][CH2:3][CH3:4].O.[CH2:10]([NH2:24])[CH2:11][CH2:12][CH2:13][CH2:14][CH2:15][CH2:16][CH2:17][CH2:18][CH2:19][CH2:20][CH2:21][CH2:22][CH3:23]>C(O)C>[CH2:3]([O:2][P:1]=[O:5])[CH3:4].[CH2:10]([NH3+:24])[CH2:11][CH2:12][CH2:13][CH2:14][CH2:15][CH2:16][CH2:17][CH2:18][CH2:19][CH2:20][CH2:21][CH2:22][CH3:23] |f:4.5|. Reported procedure: To a mixture of 34.6 g. (0.25 moles) of diethyl phosphite, 50 ml. of water and 50 ml. of ethanol a mixture of 53.4 g. (0.25 moles) of tetradecylamine and 70 ml. of ethanol is added. The reaction mixture is refluxed for 4 hours, whereupon the solvent is distilled off in vacuo. 80.7 g (99.8%) of tetradecyl-ammoniumethyl phosphanate are obtained, melting at 45° to 46° C. The product is CC(C)(C)OC(=O)N(CCCNc1ncc(Cl)n(CC(=O)O)c1=O)CC1CC1. RXN SMILES: [CH2:1]([CH3:2])[O:3][C:4]([CH2:5][n:6]1[c:7](=[O:29])[c:8]([NH:13][CH2:14][CH2:15][CH2:16][N:17]([CH2:18][CH:19]2[CH2:20][CH2:21]2)[C:22](=[O:23])[O:24][C:25]([CH3:26])([CH3:27])[CH3:28])[n:9][cH:10][c:11]1[Cl:12])=[O:30].[CH3:36][OH:37].[ClH:34].[Li+:33].[OH-:32].[OH2:31].[OH2:35]>>[O:3]=[C:4]([CH2:5][n:6]1[c:7](=[O:29])[c:8]([NH:13][CH2:14][CH2:15][CH2:16][N:17]([CH2:18][CH:19]2[CH2:20][CH2:21]2)[C:22](=[O:23])[O:24][C:25]([CH3:26])([CH3:27])[CH3:28])[n:9][cH:10][c:11]1[Cl:12])[OH:30]. Starting materials: CCOC(=O)Cn1c(Cl)cnc(NCCCN(CC2CC2)C(=O)OC(C)(C)C)c1=O, CO, Cl, [Li+], [OH-], O, O. The reactants are C(#CCCCCCC)C1=CC=C(S1)C=O (5-(1-octynyl)-2-thiophenecarboxaldehyde), C(CC(=O)OCC)(=O)OCC (diethyl malonate). As a reaction SMILES: [C:1]([C:9]1[S:13][C:12]([CH:14]=O)=[CH:11][CH:10]=1)#[C:2][CH2:3][CH2:4][CH2:5][CH2:6][CH2:7][CH3:8].[C:16]([O:24][CH2:25][CH3:26])(=[O:23])[CH2:17][C:18]([O:20][CH2:21][CH3:22])=[O:19]>>[C:1]([C:9]1[S:13][C:12]([CH:14]=[C:17]([C:18]([O:20][CH2:21][CH3:22])=[O:19])[C:16]([O:24][CH2:25][CH3:26])=[O:23])=[CH:11][CH:10]=1)#[C:2][CH2:3][CH2:4][CH2:5][CH2:6][CH2:7][CH3:8]. Procedure: Reaction of 5-(1-octynyl)-2-thiophenecarboxaldehyde (2.64 g 12 mmole) with diethyl malonate as described in Example 3 yielded the title compound as a yellow oil 4.2 g (96.7%). νmax (film) 2225, 1730, 1615, 865, 805; δ(CDCl3), 0.90(3H, t, J=6 Hz), 1.5(14H, m), 2.32(2H, t, J=6 Hz), 4.30(2H, q, J=7.5), 4.4(2H, q, J=7.5), 7.03 (1H, d, J=3 Hz), 7.23(1H, d, J=3 Hz), 7.76(1H, s). The product is C(#CCCCCCC)C1=CC=C(S1)C=C(C(=O)OCC)C(=O)OCC (Diethyl 2-[5-(1-octynyl)-2-thienylmethylene]propan-1,3-dioate). The yield is 96.7%.